This data is from the Open Reaction Database (ORD), a public repository of structured organic reaction records. The task is: describe an organic reaction: reactants, conditions, products, and yield Reactants: O=C([O-])[O-], CCc1cn(N)c2ccc(OC(F)(F)F)cc12, [Na+], [Na+], CN(C)C=O, Cc1nc(-c2ccccn2)ncc1C(=O)O. Product: CCc1cn(NC(=O)c2cnc(-c3ccccn3)nc2C)c2ccc(OC(F)(F)F)cc12. Reaction SMILES: [C:39](=[O:40])([O-:41])[O-:42].[CH2:17]([CH3:18])[c:19]1[cH:20][n:21]([NH2:33])[c:22]2[cH:23][cH:24][c:25]([O:28][C:29]([F:30])([F:31])[F:32])[cH:26][c:27]12.[Na+:43].[Na+:44].[O:34]=[CH:35][N:36]([CH3:37])[CH3:38].[n:1]1[c:2](-[c:7]2[n:8][cH:9][c:10]([C:14](=[O:15])[OH:16])[c:11]([CH3:13])[n:12]2)[cH:3][cH:4][cH:5][cH:6]1>>[n:1]1[c:2](-[c:7]2[n:8][cH:9][c:10]([C:14](=[O:16])[NH:33][n:21]3[cH:20][c:19]([CH2:17][CH3:18])[c:27]4[c:22]3[cH:23][cH:24][c:25]([O:28][C:29]([F:30])([F:31])[F:32])[cH:26]4)[c:11]([CH3:13])[n:12]2)[cH:3][cH:4][cH:5][cH:6]1. The product is Nc1cc(-c2c(-c3ccccc3)c3cc(Cl)ccc3[nH]c2=O)on1. As a reaction SMILES: [C:1]([NH:2][c:3]1[cH:4][c:5]([CH2:6][C:7]([OH:8])=[O:9])[o:10][n:11]1)([c:12]1[cH:13][cH:14][cH:15][cH:16][cH:17]1)([c:18]1[cH:19][cH:20][cH:21][cH:22][cH:23]1)[c:24]1[cH:25][cH:26][cH:27][cH:28][cH:29]1.[CH3:83][OH:84].[Cl:30][c:31]1[cH:32][c:33]2[c:34](-[c:67]3[cH:68][cH:69][cH:70][cH:71][cH:72]3)[c:35](-[c:42]3[cH:43][c:44]([NH:47][C:48]([c:49]4[cH:50][cH:51][cH:52][cH:53][cH:54]4)([c:55]4[cH:56][cH:57][cH:58][cH:59][cH:60]4)[c:61]4[cH:62][cH:63][cH:64][cH:65][cH:66]4)[n:45][o:46]3)[c:36](=[O:41])[nH:37][c:38]2[cH:39][cH:40]1.[Cl:73][CH2:74][Cl:75].[F:76][C:77]([F:78])([F:79])[C:80]([OH:81])=[O:82]>>[Cl:30][c:31]1[cH:32][c:33]2[c:34](-[c:67]3[cH:68][cH:69][cH:70][cH:71][cH:72]3)[c:35](-[c:42]3[cH:43][c:44]([NH2:47])[n:45][o:46]3)[c:36](=[O:41])[nH:37][c:38]2[cH:39][cH:40]1. The reactants are O=C(O)Cc1cc(NC(c2ccccc2)(c2ccccc2)c2ccccc2)no1, CO, O=c1[nH]c2ccc(Cl)cc2c(-c2ccccc2)c1-c1cc(NC(c2ccccc2)(c2ccccc2)c2ccccc2)no1, ClCCl, O=C(O)C(F)(F)F. Starting materials: C(N)(=O)C1=CC=C(C(=O)OC)C=C1 (methyl 4-carbamoylbenzoate), FC(C=1C=C(C(CBr)=O)C=C(C1)C(F)(F)F)(F)F (3,5-bis(trifluoromethyl)phenacyl bromide). Product: FC(C=1C=C(C=C(C1)C(F)(F)F)C=1N=C(OC1)C1=CC=C(C(=O)OC)C=C1)(F)F (methyl 4-[4-[3,5-bis(trifluoromethyl)phenyl]-2-oxazolyl]benzoate). The yield is 24.0%. RXN SMILES: [C:1]([C:4]1[CH:13]=[CH:12][C:7]([C:8]([O:10][CH3:11])=[O:9])=[CH:6][CH:5]=1)(=[O:3])[NH2:2].[F:14][C:15]([F:31])([F:30])[C:16]1[CH:17]=[C:18]([CH:23]=[C:24]([C:26]([F:29])([F:28])[F:27])[CH:25]=1)[C:19](=O)[CH2:20]Br>>[F:14][C:15]([F:30])([F:31])[C:16]1[CH:17]=[C:18]([C:19]2[N:2]=[C:1]([C:4]3[CH:13]=[CH:12][C:7]([C:8]([O:10][CH3:11])=[O:9])=[CH:6][CH:5]=3)[O:3][CH:20]=2)[CH:23]=[C:24]([C:26]([F:27])([F:28])[F:29])[CH:25]=1. Procedure details: In the same manner as in Example 1, methyl 4-carbamoylbenzoate was reacted with 3,5-bis(trifluoromethyl)phenacyl bromide to obtain methyl 4-[4-[3,5-bis(trifluoromethyl)phenyl]-2-oxazolyl]benzoate. The product was. recrystallized from ethanol., Yield: 24%. Pale yellow prisms. Melting Point: 180 to 181° C. Starting materials: CCCCS(=O)(=O)Cl, CN(C)c1ccncc1, Cl, CN(C)C=O, COC(=O)c1ccc2c(n1)CCNC2. The product is CCCCS(=O)(=O)N1CCc2nc(C(=O)OC)ccc2C1. As a reaction SMILES: [CH2:1]([CH2:2][CH2:3][CH3:4])[S:5](=[O:6])(=[O:7])[Cl:8].[CH3:24][N:25]([c:26]1[cH:27][cH:28][n:29][cH:30][cH:31]1)[CH3:32].[ClH:9].[O:33]=[CH:34][N:35]([CH3:36])[CH3:37].[n:10]1[c:11]([C:20](=[O:21])[O:22][CH3:23])[cH:12][cH:13][c:14]2[c:19]1[CH2:18][CH2:17][NH:16][CH2:15]2>>[CH2:1]([CH2:2][CH2:3][CH3:4])[S:5](=[O:6])(=[O:7])[N:16]1[CH2:15][c:14]2[cH:13][cH:12][c:11]([C:20](=[O:21])[O:22][CH3:23])[n:10][c:19]2[CH2:18][CH2:17]1. The reactants are CO, C=C(NC(C)=O)c1ncc(F)cc1F, O=S(=O)([O-])C(F)(F)F. Product: CC(=O)NC(C)c1ncc(F)cc1F. As a reaction SMILES: [CH3:23][OH:24].[F:1][c:2]1[c:3]([C:9](=[CH2:10])[NH:11][C:12]([CH3:13])=[O:14])[n:4][cH:5][c:6]([F:8])[cH:7]1.[O-:15][S:16]([C:17]([F:18])([F:19])[F:20])(=[O:21])=[O:22]>>[F:1][c:2]1[c:3]([CH:9]([CH3:10])[NH:11][C:12]([CH3:13])=[O:14])[n:4][cH:5][c:6]([F:8])[cH:7]1. The yield is 98.8%. Procedure: (Ethoxycarbonyloxy)ethyl (2R)-4-[(3-chloropropyl)sulfonyloxy]-2-hydroxy-3,3-dimethylbutanoate (36b) (0.2 g, 0.49 mmol) was reacted with 0.16 mL (0.16 g, 1.5 mmol) of 2-methylpropanoyl chloride in 5 mL of anhydrous dichloromethane (DCM) in the presence of 0.11 mL (0.11 g, 1.3 mmol) of pyridine. After work-up and isolation, the crude material was purified by silica gel column chromatography using ethyl acetate (EtOAc) and hexane (Hxn) mixtures (EtOAc/Hxn=1:2) as eluent to provide 0.23 g (99% yield... Solvent: ClCCl (dichloromethane). As a reaction SMILES: [Cl:1][CH2:2][CH2:3][CH2:4][S:5]([O:8][CH2:9][C:10]([CH3:25])([CH3:24])[C@@H:11]([OH:23])[C:12]([O:14][CH2:15][CH2:16][O:17][C:18]([O:20][CH2:21][CH3:22])=[O:19])=[O:13])(=[O:7])=[O:6].[CH3:26][CH:27]([CH3:31])[C:28](Cl)=[O:29].N1C=CC=CC=1>ClCCl>[Cl:1][CH2:2][CH2:3][CH2:4][S:5]([O:8][CH2:9][C:10]([CH3:24])([CH3:25])[C@@H:11]([O:23][C:28](=[O:29])[CH:27]([CH3:31])[CH3:26])[C:12]([O:14][CH2:15][CH2:16][O:17][C:18]([O:20][CH2:21][CH3:22])=[O:19])=[O:13])(=[O:7])=[O:6]. Reactants: ClCCCS(=O)(=O)OCC([C@H](C(=O)OCCOC(=O)OCC)O)(C)C ((Ethoxycarbonyloxy)ethyl (2R)-4-[(3-chloropropyl)sulfonyloxy]-2-hydroxy-3,3-dimethylbutanoate), CC(C(=O)Cl)C (2-methylpropanoyl chloride), N1=CC=CC=C1 (pyridine). The product is ClCCCS(=O)(=O)OCC([C@H](C(=O)OCCOC(=O)OCC)OC(C(C)C)=O)(C)C ((Ethoxycarbonyloxy)ethyl (2R)-4-[(3-chloropropyl)sulfonyloxy]-3,3-dimethyl-2-(2-methylpropanoyloxy)butanoate). Starting materials: C(C)OC(=O)C1=CC=C(OCCCl)C=C1 (2-(p-Ethoxycarbonylphenoxy)-1-chloroethane), N1(C=NC=C1)C=1NC2=CC=CC=C2C1C (2-(1-imidazolyl)-3-methylindole), [OH-].[K+] (potassium hydroxide). The reagents and catalysts are [Br-].C(CCC)[N+](CCCC)(CCCC)CCCC (tetrabutylammonium bromide), [Br-].C(CCC)[N+](CCCC)(CCCC)CCCC (tetrabutylammonium bromide). Run in C(C)#N (acetonitrile), C(C)(=O)OCC (ethyl acetate). The product is C(C)OC(=O)C1=CC=C(OCCN2C(=C(C3=CC=CC=C23)C)N2C=NC=C2)C=C1 (1-[2-(p-ethoxycarbonylphenoxy)-ethyl]-2-(1-imidazolyl)-3-methylindole). RXN SMILES: [CH2:1]([O:3][C:4]([C:6]1[CH:15]=[CH:14][C:9]([O:10][CH2:11][CH2:12]Cl)=[CH:8][CH:7]=1)=[O:5])[CH3:2].[N:16]1([C:21]2[NH:22][C:23]3[C:28]([C:29]=2[CH3:30])=[CH:27][CH:26]=[CH:25][CH:24]=3)[CH:20]=[CH:19][N:18]=[CH:17]1.[OH-].[K+]>[Br-].C([N+](CCCC)(CCCC)CCCC)CCC.C(#N)C.C(OCC)(=O)C>[CH2:1]([O:3][C:4]([C:6]1[CH:15]=[CH:14][C:9]([O:10][CH2:11][CH2:12][N:22]2[C:23]3[C:28](=[CH:27][CH:26]=[CH:25][CH:24]=3)[C:29]([CH3:30])=[C:21]2[N:16]2[CH:20]=[CH:19][N:18]=[CH:17]2)=[CH:8][CH:7]=1)=[O:5])[CH3:2] |f:2.3,4.5|. Reported procedure: 2-(p-Ethoxycarbonylphenoxy)-1-chloroethane is added in one portion to a mixture of 2-(1-imidazolyl)-3-methylindole (1.97 g), potassium hydroxide (0.62 g) and tetrabutylammonium bromide (0.32 g) in acetonitrile (250 ml) while stirring under nitrogen at room temperature. After stirring at room temperature for 65 hours an additional 0.64 g of tetrabutylammonium bromide is added and the mixture is refluxed for 41 hours. The reaction mixture is cooled to room temperature and filtered. The filtrate is...